This data is from the Open Reaction Database (ORD), a public repository of structured organic reaction records. The task is: describe an organic reaction: reactants, conditions, products, and yield Reactants: O (water), CC1=CC=C(C=C1)S(=O)(=O)Cl (4-methylbenzene-1-sulfonyl chloride), N12CCN(CC1)CC2 (1,4-diazabicyclo[2.2.2]octane), CC=1N(C2=CC=CC=C2C1C(=O)OC(C)(C)C)C(C)C(C)=O (tert-butyl 2-methyl-1-(3-oxobutan-2-yl)-1H-indole-3-carboxylate). Solvent: ClCCl (dichloromethane). Reaction conditions: temperature 0 celsius, time 3 hour. Product: CC=1N(C2=CC=CC=C2C1C(=O)OC(C)(C)C)C(C)C(C)OS(=O)(=O)C1=CC=C(C)C=C1 (tert-butyl 2-methyl-1-(3-(tosyloxy)butan-2-yl)-1H-indole-3-carboxylate). Isolated yield 97.1%. Reaction SMILES: [CH3:1][C:2]1[N:3]([CH:18]([C:20](=[O:22])[CH3:21])[CH3:19])[C:4]2[C:9]([C:10]=1[C:11]([O:13][C:14]([CH3:17])([CH3:16])[CH3:15])=[O:12])=[CH:8][CH:7]=[CH:6][CH:5]=2.[CH3:23][C:24]1[CH:29]=[CH:28][C:27]([S:30](Cl)(=[O:32])=[O:31])=[CH:26][CH:25]=1.N12CCN(CC1)CC2.O>ClCCl>[CH3:1][C:2]1[N:3]([CH:18]([CH:20]([O:22][S:30]([C:27]2[CH:28]=[CH:29][C:24]([CH3:23])=[CH:25][CH:26]=2)(=[O:32])=[O:31])[CH3:21])[CH3:19])[C:4]2[C:9]([C:10]=1[C:11]([O:13][C:14]([CH3:15])([CH3:17])[CH3:16])=[O:12])=[CH:8][CH:7]=[CH:6][CH:5]=2. Reported procedure: To a mixture of tert-butyl 2-methyl-1-(3-oxobutan-2-yl)-1H-indole-3-carboxylate (1.1 g, 3.6 mmol) in dichloromethane (4 mL) were added 4-methylbenzene-1-sulfonyl chloride (1.3 g, 7.2 mmol), and 1,4-diazabicyclo[2.2.2]octane (1.2 g, 10.8 mmol) at 0° C. The reaction mixture was stirred at 0° C. for 3 hours. The reaction mixture was added to water (30 mL). The aqueous layers was extracted with dichloromethane (10 mL×3), The combined organic layers was dried over sodium sulfate and concentrate to af... The reactants are COC(C(C(C1=C(C=CC=C1)F)Cl)=O)=O (3-chloro-3-(2-fluoro-phenyl)-2-oxo-propionic acid methyl ester), C1(CC1)C(N)=S (cyclopropanecarbothioic acid amide). Yields the product COC(=O)C=1N=C(SC1C1=C(C=CC=C1)F)C1CC1 (2-Cyclopropyl-5-(2-fluoro-phenyl)-thiazole-4-carboxylic acid methyl ester). RXN SMILES: [CH3:1][O:2][C:3](=[O:15])[C:4](=O)[CH:5](Cl)[C:6]1[CH:11]=[CH:10][CH:9]=[CH:8][C:7]=1[F:12].[CH:16]1([C:19](=[S:21])[NH2:20])[CH2:18][CH2:17]1>>[CH3:1][O:2][C:3]([C:4]1[N:20]=[C:19]([CH:16]2[CH2:18][CH2:17]2)[S:21][C:5]=1[C:6]1[CH:11]=[CH:10][CH:9]=[CH:8][C:7]=1[F:12])=[O:15]. Procedure: prepared by reaction of 3-chloro-3-(2-fluoro-phenyl)-2-oxo-propionic acid methyl ester with cyclopropanecarbothioic acid amide. LC-MS: tR=1.00 min; [M+H]+=278.3. The reactants are C(C)OC(COCC=1SC(=CC1)CN(C)C)=O ([[5-(N,N-dimethylaminomethyl)2-thienyl]methoxy] acetic acid ethyl ester), N (ammonia). Solvent: C(C)O (ethanol). Conditions: time 1 hour. Product: CN(C)CC1=CC=C(S1)COCC(=O)N ([[5-(N,N-Dimethylaminomethyl)2-thienyl]methoxy]acetamide). Reaction SMILES: C([O:3][C:4](=O)[CH2:5][O:6][CH2:7][C:8]1[S:9][C:10]([CH2:13][N:14]([CH3:16])[CH3:15])=[CH:11][CH:12]=1)C.[NH3:18]>C(O)C>[CH3:15][N:14]([CH2:13][C:10]1[S:9][C:8]([CH2:7][O:6][CH2:5][C:4]([NH2:18])=[O:3])=[CH:12][CH:11]=1)[CH3:16]. Procedure details: A solution of [[5-(N,N-dimethylaminomethyl)2-thienyl]methoxy] acetic acid ethyl ester (4.0 g) in a mixture of 0.88 ammonia solution (75 ml) and ethanol (75 ml) was stirred for 1 hr at room temperature. The solvent was removed and the residue recrystallised from a 1:1 mixture of benzene and petroleum spirit (b.p. 60°-80°) to afford a white crystalline solid (3.2 g) m.p. 86.5°-95°. NMR (CDCl3) 7.71, s, (6H); 6.38, s, (2H); 6.00, s, (2H); 5.30, s, (2H); 3.5, br, (2H); 3.12, q, (2H). Reactants: C(C)(C)N(C(C)C)CC (N,N-diisopropylethylamine), Cl.Cl.Cl.S1C=NC2=C1C=C(C=C2)NC=2C1=C(N=CN2)NC(=C1)C=1CCNCC1 (benzothiazol-6-yl-[6-(1,2,3,6-tetrahydropyridin-4-yl)-7H-pyrrolo[2,3-d]pyrimidin-4-yl]amine trihydrochloride), FC1=CC=C(C=C1)N=C=O (4-fluorophenyl isocyanate). Solvent: CN(C)C=O (DMF), CN(C)C=O (DMF). Reaction conditions: temperature -20 celsius, time 5 minute. The product is S1C=NC2=C1C=C(C=C2)NC=2C1=C(N=CN2)NC(=C1)C=1CCN(CC1)C(=O)NC1=CC=C(C=C1)F (4-(4-(1,3-Benzothiazol-6-ylamino)-7H-pyrrolo[2,3-d]-pyrimidin-6-yl)-N-(4-fluorophenyl)-3,6-dihydropyridine-1(2H)-carboxamide). Reaction SMILES: Cl.Cl.Cl.[S:4]1[C:8]2[CH:9]=[C:10]([NH:13][C:14]3[C:15]4[CH:22]=[C:21]([C:23]5[CH2:24][CH2:25][NH:26][CH2:27][CH:28]=5)[NH:20][C:16]=4[N:17]=[CH:18][N:19]=3)[CH:11]=[CH:12][C:7]=2[N:6]=[CH:5]1.C(N(CC)C(C)C)(C)C.[F:38][C:39]1[CH:44]=[CH:43][C:42]([N:45]=[C:46]=[O:47])=[CH:41][CH:40]=1>CN(C=O)C>[S:4]1[C:8]2[CH:9]=[C:10]([NH:13][C:14]3[C:15]4[CH:22]=[C:21]([C:23]5[CH2:24][CH2:25][N:26]([C:46]([NH:45][C:42]6[CH:43]=[CH:44][C:39]([F:38])=[CH:40][CH:41]=6)=[O:47])[CH2:27][CH:28]=5)[NH:20][C:16]=4[N:17]=[CH:18][N:19]=3)[CH:11]=[CH:12][C:7]=2[N:6]=[CH:5]1 |f:0.1.2.3|. Procedure: To a suspension of benzothiazol-6-yl-[6-(1,2,3,6-tetrahydropyridin-4-yl)-7H-pyrrolo[2,3-d]pyrimidin-4-yl]amine trihydrochloride (50.0 mg, 0.11 mmol) in DMF (1.5 mL) was added N,N-diisopropylethylamine (0.04 mL, 0.20 mmol). The reaction mixture stirred at −20° C. for 5 min prior to the addition of 4-fluorophenyl isocyanate (9.5 mg, 0.07 mmol) in DMF (0.5 mL). The mixture was left to stir at rt for 1 h. The mixture was concentrated in vacuo and purified via MDP, which afforded the title compound a... The reactants are NC1=NC2=C(C=3C=C(C=NC13)CCC1=C(C=C(C=C1)O)C)C=CC(=C2)C (4-(2-(5-amino-8-methylbenzo[f][1,7]naphthyridin-2-yl)ethyl)-3-methylphenol), C(C)(C)(C)[Si](C)(C)OCCOCCCl (tert-butyl(2-(2-chloroethoxy)ethoxy)dimethylsilane). Product: [Si](C)(C)(C(C)(C)C)OCCOCCOC1=CC(=C(CCC=2C=NC3=C(N=C4C(=C3C2)C=CC(=C4)C)N)C=C1)C (2-(4-(2-(2-(Tert-butyldimethylsilyloxy)ethoxy)ethoxy)-2-methylphenethyl)-8-methylbenzo[f][1,7]naphthyridin-5-amine). RXN SMILES: [NH2:1][C:2]1[C:11]2[N:10]=[CH:9][C:8]([CH2:12][CH2:13][C:14]3[CH:19]=[CH:18][C:17]([OH:20])=[CH:16][C:15]=3[CH3:21])=[CH:7][C:6]=2[C:5]2[CH:22]=[CH:23][C:24]([CH3:26])=[CH:25][C:4]=2[N:3]=1.[C:27]([Si:31]([O:34][CH2:35][CH2:36][O:37][CH2:38][CH2:39]Cl)([CH3:33])[CH3:32])([CH3:30])([CH3:29])[CH3:28]>>[Si:31]([O:34][CH2:35][CH2:36][O:37][CH2:38][CH2:39][O:20][C:17]1[CH:18]=[CH:19][C:14]([CH2:13][CH2:12][C:8]2[CH:9]=[N:10][C:11]3[C:6]([CH:7]=2)=[C:5]2[CH:22]=[CH:23][C:24]([CH3:26])=[CH:25][C:4]2=[N:3][C:2]=3[NH2:1])=[C:15]([CH3:21])[CH:16]=1)([C:27]([CH3:30])([CH3:29])[CH3:28])([CH3:33])[CH3:32]. Procedure: 2-(4-(2-(2-(Tert-butyldimethylsilyloxy)ethoxy)ethoxy)-2-methylphenethyl)-8-methylbenzo[f][1,7]naphthyridin-5-amine was prepared following an analogous procedure to the preparation described for Example 145/Step 1, but using 4-(2-(5-amino-8-methylbenzo[f][1,7]naphthyridin-2-yl)ethyl)-3-methylphenol (from Example 50) with tert-butyl(2-(2-chloroethoxy)ethoxy)dimethylsilane. Starting materials: C1CCOC1, CO, Nc1nc(OCCF)c(C(=O)NC2CCC(C(F)(F)F)CC2)cc1[N+](=O)[O-]. Yields the product Nc1cc(C(=O)NC2CCC(C(F)(F)F)CC2)c(OCCF)nc1N. Reaction SMILES: [CH2:30]1[O:31][CH2:32][CH2:33][CH2:34]1.[CH3:28][OH:29].[F:1][CH2:2][CH2:3][O:4][c:5]1[c:6]([C:7](=[O:8])[NH:9][CH:10]2[CH2:11][CH2:12][CH:13]([C:16]([F:17])([F:18])[F:19])[CH2:14][CH2:15]2)[cH:20][c:21]([N+:25]([O-:26])=[O:27])[c:22]([NH2:24])[n:23]1>>[F:1][CH2:2][CH2:3][O:4][c:5]1[c:6]([C:7](=[O:8])[NH:9][CH:10]2[CH2:11][CH2:12][CH:13]([C:16]([F:17])([F:18])[F:19])[CH2:14][CH2:15]2)[cH:20][c:21]([NH2:25])[c:22]([NH2:24])[n:23]1. Reactants: C(=O)(OC)COC(C)N1C(=NC2=C1C=CC=C2)C(=O)C2CCNCC2 (1-[(1-carbomethoxy methoxy ethyl)-1H-benzimidazol-2-yl][1-(4-piperidinyl)]methanone), BrCCCCC#N (5-bromovaleronitrile), C([O-])([O-])=O.[K+].[K+] (potassium carbonate), CN(C=O)C (dimethylformamide). The solvent is O (water). Run at temperature 90 celsius. Product: C(=O)(OC)COC(C)N1C(=NC2=C1C=CC=C2)C(=O)C2CCN(CC2)CCCCC#N (1-[(1-Carbomethoxy methoxy ethyl)-1H-benzimidazol-2-yl][1-(4-cyanobutyl)-4-piperidinyl]methanone). RXN SMILES: [C:1]([CH2:5][O:6][CH:7]([N:9]1[C:13]2[CH:14]=[CH:15][CH:16]=[CH:17][C:12]=2[N:11]=[C:10]1[C:18]([CH:20]1[CH2:25][CH2:24][NH:23][CH2:22][CH2:21]1)=[O:19])[CH3:8])([O:3][CH3:4])=[O:2].Br[CH2:27][CH2:28][CH2:29][CH2:30][C:31]#[N:32].C(=O)([O-])[O-].[K+].[K+].CN(C)C=O>O>[C:1]([CH2:5][O:6][CH:7]([N:9]1[C:13]2[CH:14]=[CH:15][CH:16]=[CH:17][C:12]=2[N:11]=[C:10]1[C:18]([CH:20]1[CH2:25][CH2:24][N:23]([CH2:27][CH2:28][CH2:29][CH2:30][C:31]#[N:32])[CH2:22][CH2:21]1)=[O:19])[CH3:8])([O:3][CH3:4])=[O:2] |f:2.3.4|. Procedure: Mix 1-[(1-carbomethoxy methoxy ethyl)-1H-benzimidazol-2-yl][1-(4-piperidinyl)]methanone (4.45 g, 12.91 mmol), 5-bromovaleronitrile (2.5 g, 15.3 mmol), potassium carbonate (5.29 g, 38.25 mmol) and dimethylformamide (100 mL). Stir and heat and at 90° C. overnight. Allow to cool to room temperature, dilute with water and extract with ethyl acetate (2×). Wash the combined organic phases with water (3×), then brine and dry (MgSO4). Evaporate the solvent in vacuo and purify by chromatography to give t... Starting materials: CN(C)c1ccccn1, CS(=O)(=O)Cl, CCOC(C)=O, C#CCNC, c1ccncc1. The product is C#CCN(C)S(C)(=O)=O. RXN SMILES: [CH3:11][N:12]([c:13]1[cH:14][cH:15][cH:16][cH:17][n:18]1)[CH3:19].[CH3:1][S:2](=[O:3])(=[O:4])[Cl:5].[CH3:20][CH2:21][O:22][C:23](=[O:24])[CH3:25].[CH3:6][NH:7][CH2:8][C:9]#[CH:10].[cH:26]1[cH:27][cH:28][n:29][cH:30][cH:31]1>>[CH3:1][S:2](=[O:3])(=[O:4])[N:7]([CH3:6])[CH2:8][C:9]#[CH:10].